From a dataset of the Open Reaction Database (ORD), a public repository of structured organic reaction records. describe an organic reaction: reactants, conditions, products, and yield Reactants: O=C([O-])[O-], COc1ccccc1B(O)O, COCCOC, Cc1nc(C#Cc2ccc(Cl)nc2)cs1, [K+], [K+], O, Cl[Pd]Cl, c1ccc(P(c2ccccc2)c2ccccc2)cc1, c1ccc(P(c2ccccc2)c2ccccc2)cc1. The product is COc1ccccc1-c1ccc(C#Cc2csc(C)n2)cn1. Reaction SMILES: [C:27](=[O:28])([O-:29])[O-:30].[CH3:16][O:17][c:18]1[c:19]([B:24]([OH:25])[OH:26])[cH:20][cH:21][cH:22][cH:23]1.[CH3:74][O:75][CH2:76][CH2:77][O:78][CH3:79].[Cl:1][c:2]1[n:3][cH:4][c:5]([C:8]#[C:9][c:10]2[n:11][c:12]([CH3:15])[s:13][cH:14]2)[cH:6][cH:7]1.[K+:31].[K+:32].[OH2:80].[Pd:33]([Cl:34])[Cl:35].[c:36]1([P:37]([c:38]2[cH:39][cH:40][cH:41][cH:42][cH:43]2)[c:44]2[cH:45][cH:46][cH:47][cH:48][cH:49]2)[cH:50][cH:51][cH:52][cH:53][cH:54]1.[c:55]1([P:56]([c:57]2[cH:58][cH:59][cH:60][cH:61][cH:62]2)[c:63]2[cH:64][cH:65][cH:66][cH:67][cH:68]2)[cH:69][cH:70][cH:71][cH:72][cH:73]1>>[c:2]1(-[c:19]2[c:18]([O:17][CH3:16])[cH:23][cH:22][cH:21][cH:20]2)[n:3][cH:4][c:5]([C:8]#[C:9][c:10]2[n:11][c:12]([CH3:15])[s:13][cH:14]2)[cH:6][cH:7]1. The reactants are C(C)(C)(C)OC(=O)N1C(CC2=CC=CC=C12)COC1=CC=C(CC2C(N(C(S2)=O)C(C2=CC=CC=C2)(C2=CC=CC=C2)C2=CC=CC=C2)=O)C=C1 (5-[4-(1-t-butoxycarbonyl-indolin-2-ylmethoxy)benzyl]-3-triphenylmethylthiazolidine-2,4-dione), FC(C(=O)O)(F)F (trifluoroacetic acid), C(O)([O-])=O.[Na+] (sodium hydrogencarbonate). Solvent: O (water). Run at time 1 hour. Yields the product N1C(CC2=CC=CC=C12)COC1=CC=C(CC2C(NC(S2)=O)=O)C=C1 (5-[4-(Indolin-2-ylmethoxy)benzyl]thiazolidine-2,4-dione). Yield: 22.7%. Reaction SMILES: C(OC([N:8]1[C:16]2[C:11](=[CH:12][CH:13]=[CH:14][CH:15]=2)[CH2:10][CH:9]1[CH2:17][O:18][C:19]1[CH:51]=[CH:50][C:22]([CH2:23][CH:24]2[S:28][C:27](=[O:29])[N:26](C(C3C=CC=CC=3)(C3C=CC=CC=3)C3C=CC=CC=3)[C:25]2=[O:49])=[CH:21][CH:20]=1)=O)(C)(C)C.FC(F)(F)C(O)=O.C(=O)([O-])O.[Na+]>O>[NH:8]1[C:16]2[C:11](=[CH:12][CH:13]=[CH:14][CH:15]=2)[CH2:10][CH:9]1[CH2:17][O:18][C:19]1[CH:51]=[CH:50][C:22]([CH2:23][CH:24]2[S:28][C:27](=[O:29])[NH:26][C:25]2=[O:49])=[CH:21][CH:20]=1 |f:2.3|. Procedure: A mixture of 3.55 g of 5-[4-(1-t-butoxycarbonyl-indolin-2-ylmethoxy)benzyl]-3-triphenylmethylthiazolidine-2,4-dione (prepared as described in Preparation 4) and 30 ml of trifluoroacetic acid was stirred at room temperature for 1 hour. At the end of this time, the reaction mixture was poured into water and the aqueous mixture was neutralized by the addition of sodium hydrogencarbonate, after which it was extracted with ethyl acetate. The extract was washed with an aqueous solution of sodium chlor...